This data is from the Open Reaction Database (ORD), a public repository of structured organic reaction records. The task is: describe an organic reaction: reactants, conditions, products, and yield Reactants: COc1ccc(Br)cn1, [Li]CCCC, C1CCOC1, O=C1CCC(C(F)(F)F)CC1. The product is COc1ccc(C2(O)CCC(C(F)(F)F)CC2)cn1. Reaction SMILES: [Br:6][c:7]1[cH:8][cH:9][c:10]([O:13][CH3:14])[n:11][cH:12]1.[CH2:1]([Li:2])[CH2:3][CH2:4][CH3:5].[CH2:26]1[O:27][CH2:28][CH2:29][CH2:30]1.[F:15][C:16]([CH:17]1[CH2:18][CH2:19][C:20](=[O:23])[CH2:21][CH2:22]1)([F:24])[F:25]>>[c:7]1([C:20]2([OH:23])[CH2:19][CH2:18][CH:17]([C:16]([F:15])([F:24])[F:25])[CH2:22][CH2:21]2)[cH:8][cH:9][c:10]([O:13][CH3:14])[n:11][cH:12]1.